From a dataset of the Open Reaction Database (ORD), a public repository of structured organic reaction records. describe an organic reaction: reactants, conditions, products, and yield The reactants are COc1ccc2cc(Br)ccc2c1, CON(C)C(C)=O, [Li]CCCC. Product: COc1ccc2cc(C(C)=O)ccc2c1. As a reaction SMILES: [Br:6][c:7]1[cH:8][c:9]2[cH:10][cH:11][c:12]([O:17][CH3:18])[cH:13][c:14]2[cH:15][cH:16]1.[CH3:19][O:20][N:21]([C:22]([CH3:23])=[O:24])[CH3:25].[CH3:1][CH2:2][CH2:3][CH2:4][Li:5]>>[c:7]1([C:22]([CH3:23])=[O:24])[cH:8][c:9]2[cH:10][cH:11][c:12]([O:17][CH3:18])[cH:13][c:14]2[cH:15][cH:16]1. Reactants: ClCCl, Cc1nc(CO)cn1-c1ccc(F)cc1. The product is C#Cc1cn(-c2ccc(F)cc2)c(C)n1. Reaction SMILES: [CH2:16]([Cl:17])[Cl:18].[F:1][c:2]1[cH:3][cH:4][c:5](-[n:8]2[c:9]([CH3:15])[n:10][c:11]([CH2:13][OH:14])[cH:12]2)[cH:6][cH:7]1>>[F:1][c:2]1[cH:3][cH:4][c:5](-[n:8]2[c:9]([CH3:15])[n:10][c:11]([C:13]#[CH:16])[cH:12]2)[cH:6][cH:7]1. Reactants: NC1=C(C=CC(=C1)C#N)S(=O)(=O)N (2-amino-4-cyanobenzenesulfonamide), ClC1=CC(=C(C=C1)C=CS(=O)(=O)Cl)OC (2-(4-chloro-2-methoxy-phenyl)-ethenesulfonyl chloride). Yields the product ClC1=CC(=C(C=C1)/C=C/S(=O)(=O)NC1=C(C=CC(=C1)C#N)S(=O)(=O)N)OC ((E)-2-(2-(4-Chloro-2-methoxyphenyl)vinylsulfonamido)-4-cyanobenzenesulfonamide). The yield is 36.0%. RXN SMILES: [NH2:1][C:2]1[CH:7]=[C:6]([C:8]#[N:9])[CH:5]=[CH:4][C:3]=1[S:10]([NH2:13])(=[O:12])=[O:11].[Cl:14][C:15]1[CH:20]=[CH:19][C:18]([CH:21]=[CH:22][S:23](Cl)(=[O:25])=[O:24])=[C:17]([O:27][CH3:28])[CH:16]=1>>[Cl:14][C:15]1[CH:20]=[CH:19][C:18](/[CH:21]=[CH:22]/[S:23]([NH:1][C:2]2[CH:7]=[C:6]([C:8]#[N:9])[CH:5]=[CH:4][C:3]=2[S:10]([NH2:13])(=[O:11])=[O:12])(=[O:24])=[O:25])=[C:17]([O:27][CH3:28])[CH:16]=1. Reported procedure: The title compound was synthesized as described for Example 178 in 36% yield, starting from 2-amino-4-cyanobenzenesulfonamide and 2-(4-chloro-2-methoxy-phenyl)-ethenesulfonyl chloride. The reactants are CCN(CC)[Si](C)(C)C, FS(F)(F)F, FC(Cl)(Cl)Cl. Yields the product CCN(CC)S(F)(F)F. RXN SMILES: [CH2:1]([CH3:2])[N:3]([CH2:4][CH3:5])[Si:6]([CH3:7])([CH3:8])[CH3:9].[F:10][S:11]([F:12])([F:13])[F:14].[F:15][C:16]([Cl:17])([Cl:18])[Cl:19]>>[CH2:1]([CH3:2])[N:3]([CH2:4][CH3:5])[S:11]([F:10])([F:12])[F:13]. Reactants: COC(=O)CN1C(=O)C(NC(=O)OC(C)(C)C)c2ccccc2-c2ccccc21, ClCCl, [Na+], [OH-], O=P(O)(O)O. The product is COC(=O)CN1C(=O)C(N)c2ccccc2-c2ccccc21. RXN SMILES: [CH3:1][O:2][C:3]([CH2:4][N:5]1[c:6]2[c:7]([cH:25][cH:26][cH:27][cH:28]2)-[c:8]2[c:9]([cH:21][cH:22][cH:23][cH:24]2)[CH:10]([NH:13][C:14]([O:15][C:16]([CH3:17])([CH3:18])[CH3:19])=[O:20])[C:11]1=[O:12])=[O:29].[Cl:37][CH2:38][Cl:39].[Na+:36].[OH-:35].[P:30](=[O:31])([OH:32])([OH:33])[OH:34]>>[CH3:1][O:2][C:3]([CH2:4][N:5]1[c:6]2[c:7]([cH:25][cH:26][cH:27][cH:28]2)-[c:8]2[c:9]([cH:21][cH:22][cH:23][cH:24]2)[CH:10]([NH2:13])[C:11]1=[O:12])=[O:29]. The reactants are C(CCCCC)O (n-hexanol), [OH-].[Na+] (sodium hydroxide), C(Cl)[C@H]1CO1 ((R)-epichlorohydrin). The reagents and catalysts are S(=O)(=O)(O)[O-].C(CCC)[N+](CCCC)(CCCC)CCCC (tetra-butylammonium hydrogensulfate). The solvent is O (water). Product: C(CCCCC)OC[C@H]1CO1 ((R)-n-hexylglycidyl ether). RXN SMILES: [CH2:1]([OH:7])[CH2:2][CH2:3][CH2:4][CH2:5][CH3:6].[OH-].[Na+].[CH2:10]([C@@H:12]1[O:14][CH2:13]1)Cl>S([O-])(O)(=O)=O.C([N+](CCCC)(CCCC)CCCC)CCC.O>[CH2:1]([O:7][CH2:10][C@@H:12]1[O:14][CH2:13]1)[CH2:2][CH2:3][CH2:4][CH2:5][CH3:6] |f:1.2,4.5|. Reported procedure: 6 ml of n-hexanol was added dropwise to a mixture of 40 g of sodium hydroxide, 24 g of (R)-epichlorohydrin as used in Synthetic Example 1 and 400 mg of tetra-butylammonium hydrogensulfate under cooling at 20° to 25° C. The reaction mixture was stirred for 3 hours at the same temperature, to which water was added. The product was extracted with ether, and the extract was purified by vacuum distillation to obtain 3.35 g of (R)-n-hexylglycidyl ether. Starting materials: ClC=1C=C(C=NC1)OC1=C(C(=O)O)C=CC=N1 (2-(5-chloro-pyridin-3-yloxy)-nicotinic acid), C(C1=CC=CC=C1)O (benzyl alcohol), Cl.CN(CCCN=C=NCC)C (1-(3-dimethylaminopropyl)-3-ethyl carbodiimide hydrochloride), C(C)OCC (diethyl ether). Reagents/catalysts: CN(C)C=1C=CN=CC1 (4-DMAP). Solvent: N1=CC=CC=C1 (pyridine). Product: C(C1=CC=CC=C1)OC(C1=C(N=CC=C1)OC=1C=NC=C(C1)Cl)=O (2-(5-Chloro-pyridin-3-yloxy)-nicotinic acid benzyl ester). The yield is 80.0%. Reaction SMILES: [Cl:1][C:2]1[CH:3]=[C:4]([O:8][C:9]2[N:17]=[CH:16][CH:15]=[CH:14][C:10]=2[C:11]([OH:13])=[O:12])[CH:5]=[N:6][CH:7]=1.[CH2:18](O)[C:19]1[CH:24]=[CH:23][CH:22]=[CH:21][CH:20]=1.Cl.CN(C)CCCN=C=NCC.C(OCC)C>CN(C1C=CN=CC=1)C.N1C=CC=CC=1>[CH2:18]([O:12][C:11](=[O:13])[C:10]1[CH:14]=[CH:15][CH:16]=[N:17][C:9]=1[O:8][C:4]1[CH:5]=[N:6][CH:7]=[C:2]([Cl:1])[CH:3]=1)[C:19]1[CH:24]=[CH:23][CH:22]=[CH:21][CH:20]=1 |f:2.3|. Procedure details: A 15 ml flask was charged with 2-(5-chloro-pyridin-3-yloxy)-nicotinic acid (0.056 grams, 0.22 mmole), benzyl alcohol (0.052 grams, 0.44 mmole), 4-DMAP (˜3 mg), 1-(3-dimethylaminopropyl)-3-ethyl carbodiimide hydrochloride (0.048 grams, 0.25 mmole), diethyl ether (4 ml) and pyridine (1 ml) and stirred at room temperature. After 1 hour the mixture was concentrated under reduced pressure and purified by column chromatography on silica gel eluting with 9/1 ethyl acetate/hexane to give 0.060 g of the ...